Dataset: the Open Reaction Database (ORD), a public repository of structured organic reaction records. Task: describe an organic reaction: reactants, conditions, products, and yield The reactants are [C-]#N.[Na+] (sodium cyanide), C[SiH](O[SiH](C)C)C (1,1,3,3-tetramethyldisiloxane), FC(OC=1C=C(C=O)C=CC1OC)F (3-difluoromethoxy-4-methoxybenzaldehyde), [Br-].[Li+] (lithium bromide), C[Si](C)(C)Cl (Trimethylsilylchloride). The solvent is O (water), C(C)#N (acetonitrile), CN(C=O)C (dimethylformamide). Run at temperature 0 celsius, time 15 minute. Yields the product FC(OC=1C=C(C=CC1OC)CC#N)F ((3-Difluoromethoxy-4-methoxyphenyl)acetonitrile). The yield is 73.7%. RXN SMILES: [F:1][CH:2]([F:14])[O:3][C:4]1[CH:5]=[C:6]([CH:9]=[CH:10][C:11]=1[O:12][CH3:13])[CH:7]=O.[Br-].[Li+].C[Si](Cl)(C)C.C[SiH](C)O[SiH](C)C.[C-:29]#[N:30].[Na+]>CN(C)C=O.O.C(#N)C>[F:1][CH:2]([F:14])[O:3][C:4]1[CH:5]=[C:6]([CH2:7][C:29]#[N:30])[CH:9]=[CH:10][C:11]=1[O:12][CH3:13] |f:1.2,5.6|. Procedure: To 3-difluoromethoxy-4-methoxybenzaldehyde (2 g, 9.8 mmol) was added lithium bromide (1.7 g, 19.6 mmol) and acetonitrile (11 mL). Upon dissolution, the reaction mixture was cooled to 0° C. Trimethylsilylchloride (1.86 mL, 14.7 mmol) was slowly added and the reaction mixture was allowed to warm to room temperature and was stirred for 15 min. The reaction mixture was again cooled to (0° C., 1,1,3,3-tetramethyldisiloxane (2.6 mL, 14.7 mmol) was added and the resulting mixture was allowed to warm to... Starting materials: C1(CCCC2=CC=C(C=C12)C(=O)O)=O (1-tetralon-7-carboxylic acid), CO (methanol), Cl (hydrochloric acid), ice water. The product is COC(=O)C1=CC=C2CCCC(C2=C1)=O (1-tetralon-7-carboxylic acid methyl ester). The yield is 48.6%. Reaction SMILES: [C:1]1(=[O:14])[C:10]2[C:5](=[CH:6][CH:7]=[C:8]([C:11]([OH:13])=[O:12])[CH:9]=2)[CH2:4][CH2:3][CH2:2]1.[CH3:15]O.Cl>>[CH3:15][O:12][C:11]([C:8]1[CH:9]=[C:10]2[C:5]([CH2:4][CH2:3][CH2:2][C:1]2=[O:14])=[CH:6][CH:7]=1)=[O:13]. Procedure details: Part A--A mixture of 1-tetralon-7-carboxylic acid (7.0 g, 0.037 mol) in methanol (13.6 mL, 10.8 g, 0.30 mol) with a catalytic amount of hydrochloric acid (0.07 mL, 0.12 g, 0.0012 mol) was stirred at reflux over 5 hours. The cooled reaction mixture was poured into ice water and extracted with ethyl acetate. The combined organic layers were backwashed with water and brine, dried over anhydrous magnesium sulfate and evaporated to dryness under reduced pressure. The resulting solid was purified by f... Reactants: CC(C)(C)OC(=O)Nc1ccc(-n2cccc2)cc1NC(=O)CC(=O)c1cccc(-n2ccnc2)c1, ClCCl, O=C(O)C(F)(F)F. The product is O=C1CC(c2cccc(-n3ccnc3)c2)=Nc2ccc(-n3cccc3)cc2N1. Reaction SMILES: [C:1]([O:2][C:3](=[O:4])[NH:7][c:8]1[c:9]([NH:19][C:20]([CH2:21][C:22](=[O:5])[c:24]2[cH:25][c:26](-[n:30]3[cH:31][n:32][cH:33][cH:34]3)[cH:27][cH:28][cH:29]2)=[O:35])[cH:10][c:11](-[n:14]2[cH:15][cH:16][cH:17][cH:18]2)[cH:12][cH:13]1)([CH3:6])([CH3:23])[CH3:36].[Cl:44][CH2:45][Cl:46].[F:37][C:38]([F:39])([F:40])[C:41]([OH:42])=[O:43]>>[N:7]1=[C:22]([c:24]2[cH:25][c:26](-[n:30]3[cH:31][n:32][cH:33][cH:34]3)[cH:27][cH:28][cH:29]2)[CH2:21][C:20](=[O:35])[NH:19][c:9]2[c:8]1[cH:13][cH:12][c:11](-[n:14]1[cH:15][cH:16][cH:17][cH:18]1)[cH:10]2. The reactants are CCO, NN, Nc1nc2ccccc2c2c1nc(CN1C(=O)c3ccccc3C1=O)n2CC1(O)CCC1. Product: NCc1nc2c(N)nc3ccccc3c2n1CC1(O)CCC1. RXN SMILES: [CH3:35][CH2:36][OH:37].[NH2:1][NH2:2].[NH2:3][c:4]1[n:5][c:6]2[cH:7][cH:8][cH:9][cH:10][c:11]2[c:12]2[c:13]1[n:14][c:15]([CH2:23][N:24]1[C:25](=[O:26])[c:27]3[c:28]([cH:29][cH:30][cH:31][cH:32]3)[C:33]1=[O:34])[n:16]2[CH2:17][C:18]1([OH:22])[CH2:19][CH2:20][CH2:21]1>>[NH2:3][c:4]1[n:5][c:6]2[cH:7][cH:8][cH:9][cH:10][c:11]2[c:12]2[c:13]1[n:14][c:15]([CH2:23][NH2:24])[n:16]2[CH2:17][C:18]1([OH:22])[CH2:19][CH2:20][CH2:21]1. The reactants are ClCCl, CN(C)C=O, CN(C)C=O, O=C(Cl)C(=O)Cl, O=C(O)c1cc(C(F)(F)F)nn1-c1ccccc1. The product is O=C(Cl)c1cc(C(F)(F)F)nn1-c1ccccc1. As a reaction SMILES: [CH2:30]([Cl:31])[Cl:32].[CH3:25][N:26]([CH3:27])[CH:28]=[O:29].[CH3:33][N:34]([CH3:35])[CH:36]=[O:37].[Cl:19][C:20]([C:21]([Cl:22])=[O:23])=[O:24].[c:1]1(-[n:7]2[n:8][c:9]([C:15]([F:16])([F:17])[F:18])[cH:10][c:11]2[C:12](=[O:13])[OH:14])[cH:2][cH:3][cH:4][cH:5][cH:6]1>>[c:1]1(-[n:7]2[n:8][c:9]([C:15]([F:16])([F:17])[F:18])[cH:10][c:11]2[C:12](=[O:13])[Cl:19])[cH:2][cH:3][cH:4][cH:5][cH:6]1.